From a dataset of the Open Reaction Database (ORD), a public repository of structured organic reaction records. describe an organic reaction: reactants, conditions, products, and yield Reactants: R,R-1,2-bis(2,5-dimethylphospholano)benzene, C(C)(=O)OC(=C)C=CCCCCC (1,3-Nonadien-2-yl acetate). Reagents/catalysts: F[B-](F)(F)F.C1(=CC=CCCCC1)[Rh+]C1=CC=CCCCC1 (Bis(cyclooctadienyl)rhodium tetrafluoroborate). Run in O1CCCC1 (THF). Conditions: time 8 hour. Product: C(C)(=O)OC(C)C=CCCCCC (3-nonen-2-yl acetate). Yield: 106.5%. Reaction SMILES: [C:1]([O:4][C:5]([CH:7]=[CH:8][CH2:9][CH2:10][CH2:11][CH2:12][CH3:13])=[CH2:6])(=[O:3])[CH3:2]>O1CCCC1.F[B-](F)(F)F.C1([Rh+]C2CCCCC=CC=2)CCCCC=CC=1>[C:1]([O:4][CH:5]([CH:7]=[CH:8][CH2:9][CH2:10][CH2:11][CH2:12][CH3:13])[CH3:6])(=[O:3])[CH3:2] |f:2.3|. Procedure: Bis(cyclooctadienyl)rhodium tetrafluoroborate (10 mg; 0.005 mmol; 0.02 equiv) and R,R-1,2-bis(2,5-dimethylphospholano)benzene (6, R"=CH3 ; 9 mg; 0.03 mmol; 0.006 equiv) were combined in a pressure tube equipped with a magnetic stir bar under argon. The tube was evacuated and filled with argon five times, and then 2.5 mL of degassed tetrahydrofuran (THF) was added to afford a yellow-orange solution. 1,3-Nonadien-2-yl acetate (1a; 911 mg; 5 mmol) dissolved in 2.5 mL of degassed THF was then added....